Dataset: the Open Reaction Database (ORD), a public repository of structured organic reaction records. Task: describe an organic reaction: reactants, conditions, products, and yield The reactants are C(#N)C=1C=C(C=CC1SC1=CC(=CC=C1)OC)S(=O)(=O)N(C1=NC=NS1)CC1=C(C=C(C=C1)OC)OC (3-cyano-N-(2,4-dimethoxybenzyl)-4-[(3-methoxyphenyl)thio]-N-1,2,4-thiadiazol-5-ylbenzenesulfonamide), solution, Cl (hydrogen chloride). Run in O1CCOCC1 (1,4-dioxane). Run at time 8 hour. Yields the product C(#N)C=1C=C(C=CC1SC1=CC(=CC=C1)OC)S(=O)(=O)NC1=NC=NS1 (3-Cyano-4-[(3-methoxyphenyl)thio]-N-1,2,4-thiadiazol-5-ylbenzenesulfonamide). Isolated yield 94.7%. Reaction SMILES: [C:1]([C:3]1[CH:4]=[C:5]([S:18]([N:21](CC2C=CC(OC)=CC=2OC)[C:22]2[S:26][N:25]=[CH:24][N:23]=2)(=[O:20])=[O:19])[CH:6]=[CH:7][C:8]=1[S:9][C:10]1[CH:15]=[CH:14][CH:13]=[C:12]([O:16][CH3:17])[CH:11]=1)#[N:2].Cl>O1CCOCC1>[C:1]([C:3]1[CH:4]=[C:5]([S:18]([NH:21][C:22]2[S:26][N:25]=[CH:24][N:23]=2)(=[O:19])=[O:20])[CH:6]=[CH:7][C:8]=1[S:9][C:10]1[CH:15]=[CH:14][CH:13]=[C:12]([O:16][CH3:17])[CH:11]=1)#[N:2]. Procedure details: To 3-cyano-N-(2,4-dimethoxybenzyl)-4-[(3-methoxyphenyl)thio]-N-1,2,4-thiadiazol-5-ylbenzenesulfonamide (Preparation 17, 0.204 g, 0.368 mmol) was added a 4M solution of hydrogen chloride in 1,4-dioxane. The reaction was stirred at ambient temperature overnight. The reaction was quenched with methanol and passed through a plug of Arbocel™ to give a pale yellow solution. The solution was concentrated in vacuo to give a yellow solid. The solid was purified by silica gel flash column chromatography t... Starting materials: N1C=CC2=CC=C(C=C12)C=O (1H-indole-6-carbaldehyde), C([O-])([O-])=O.[Cs+].[Cs+] (cesium carbonate), C(C1=CC=CC=C1)=CC(=O)/C=C/C1=CC=CC=C1 (transdibenzylidenacetone), copper(I) trifluoromethanesulfate, N1=CC=CC2=CC=C3C=CC=NC3=C12 (phenanthroline), IC1=CC=CC=C1 (iodobenzene). Solvent: ClCCl (dichloromethane), [Cl-].[NH4+] (ammonium chloride), C=1(C(=CC=CC1)C)C (xylene). Conditions: temperature 110 celsius, time 24 hour. Yields the product C1(=CC=CC=C1)N1C=CC2=CC=C(C=C12)C=O (1-Phenyl-1H-indole-6-carbaldehyde). RXN SMILES: [NH:1]1[C:9]2[C:4](=[CH:5][CH:6]=[C:7]([CH:10]=[O:11])[CH:8]=2)[CH:3]=[CH:2]1.N1[C:25]2[C:16](=[CH:17][CH:18]=[C:19]3[C:24]=2N=CC=C3)C=CC=1.C(=CC(/C=C/C1C=CC=CC=1)=O)C1C=CC=CC=1.C(=O)([O-])[O-].[Cs+].[Cs+].IC1C=CC=CC=1>C1(C)C(C)=CC=CC=1.ClCCl.[Cl-].[NH4+]>[C:16]1([N:1]2[C:9]3[C:4](=[CH:5][CH:6]=[C:7]([CH:10]=[O:11])[CH:8]=3)[CH:3]=[CH:2]2)[CH:25]=[CH:24][CH:19]=[CH:18][CH:17]=1 |f:3.4.5,9.10|. Procedure details: Combine in a sealed tube 1H-indole-6-carbaldehyde 0.9 g, 6.2 mmol), copper(I) trifluoromethanesulfate—complex (0.2 g, 0.3 mmol), phenanthroline (1.3 g, 6.2 mmol), transdibenzylidenacetone (0.1 g, 0.3 mmol), cesium carbonate (2.6 g, 7.9 mmol) and iodobenzene (1.6 ml, 14.3 mmol) in xylene (40 ml). Heat at about 110° C. After 24 hours, cool to room temperature, dilute with dichloromethane and saturated ammonium chloride. Separate the layer and Extract the aqueous layer with dichloromethane. Combine... Reactants: NC1=NC=NC2=C1N=C(N=C2N2CCS(CC2)=O)Cl (8-amino-2-chloro-4-(1-oxido-thiomorpholino)-pyrimido[5,4-d]pyrimidine), OCCN (2-hydroxyethyl-amine). Yields the product NC1=NC=NC2=C1N=C(N=C2N2CCS(CC2)=O)NCCO (8-Amino-2-(2-hydroxyethyl-amino)-4-(1-oxido-thiomorpholino)pyrimido[5,4-d]pyrimidine). As a reaction SMILES: [NH2:1][C:2]1[C:7]2[N:8]=[C:9](Cl)[N:10]=[C:11]([N:12]3[CH2:17][CH2:16][S:15](=[O:18])[CH2:14][CH2:13]3)[C:6]=2[N:5]=[CH:4][N:3]=1.[OH:20][CH2:21][CH2:22][NH2:23]>>[NH2:1][C:2]1[C:7]2[N:8]=[C:9]([NH:23][CH2:22][CH2:21][OH:20])[N:10]=[C:11]([N:12]3[CH2:17][CH2:16][S:15](=[O:18])[CH2:14][CH2:13]3)[C:6]=2[N:5]=[CH:4][N:3]=1. Reported procedure: This compound was prepared analogous to Example 2 from 8-amino-2-chloro-4-(1-oxido-thiomorpholino)-pyrimido[5,4-d]pyrimidine (melting point: 270°-272° C.; decomposition) and 2-hydroxyethyl-amine.